From a dataset of the Open Reaction Database (ORD), a public repository of structured organic reaction records. describe an organic reaction: reactants, conditions, products, and yield As a reaction SMILES: [Br:10][CH2:11][C:12]#[N:13].[CH3:14][N:15]([CH3:16])[CH:17]=[O:18].[OH:1][C:2](=[O:3])[c:4]1[cH:5][cH:6][cH:7][cH:8][cH:9]1>>[O:1]([C:2](=[O:3])[c:4]1[cH:5][cH:6][cH:7][cH:8][cH:9]1)[CH2:11][C:12]#[N:13]. The product is N#CCOC(=O)c1ccccc1. The reactants are N#CCBr, CN(C)C=O, O=C(O)c1ccccc1. Reactants: SC=1SC(=NN1)C=1SC=CC1 (2-mercapto-5-thienyl-1,3,4-thiadiazole), CC(C)([O-])C.[K+] (potassium tert.-butoxide), C(C#C)Br (propargyl bromide). Run in O1CCOCC1 (dioxan). Run at time 8 hour. Yields the product C(C#C)SC=1SC(=NN1)C=1SC=CC1 (2-propargylthio-5-thien-2-yl-1,3,4-thiadiazole). As a reaction SMILES: [SH:1][C:2]1[S:3][C:4]([C:7]2[S:8][CH:9]=[CH:10][CH:11]=2)=[N:5][N:6]=1.[CH3:12][C:13](C)([O-])[CH3:14].[K+].C(Br)C#C>O1CCOCC1>[CH2:14]([S:1][C:2]1[S:3][C:4]([C:7]2[S:8][CH:9]=[CH:10][CH:11]=2)=[N:5][N:6]=1)[C:13]#[CH:12] |f:1.2|. Procedure details: 6 g of 2-mercapto-5-thienyl-1,3,4-thiadiazole are placed in 40 ml of dioxan and stirred for 15 minutes with 3.36 g of potassium tert.-butoxide. Subsequently, 5.9 g of propargyl bromide are added dropwise at 30° C. and the reaction mixture is stirred overnight at room temperature. The salts are filtered off, the filtrate is concentrated by evaporation, the residue is taken up in methylene chloride and the solution is washed with water and then with 1N sodium hydroxide solution. The solvent is rem... The reactants are COC(=O)Cn1c(C)cc2cc(F)ccc21, O=Cc1cccnc1S(=O)(=O)c1ccccc1. Yields the product COC(=O)Cn1c(C)c(Cc2cccnc2S(=O)(=O)c2ccccc2)c2cc(F)ccc21. RXN SMILES: [CH3:18][O:19][C:20]([CH2:21][n:22]1[c:23]([CH3:32])[cH:24][c:25]2[cH:26][c:27]([F:31])[cH:28][cH:29][c:30]12)=[O:33].[c:1]1([S:7](=[O:8])(=[O:9])[c:10]2[n:11][cH:12][cH:13][cH:14][c:15]2[CH:16]=[O:17])[cH:2][cH:3][cH:4][cH:5][cH:6]1>>[c:1]1([S:7](=[O:8])(=[O:9])[c:10]2[n:11][cH:12][cH:13][cH:14][c:15]2[CH2:16][c:24]2[c:23]([CH3:32])[n:22]([CH2:21][C:20]([O:19][CH3:18])=[O:33])[c:30]3[c:25]2[cH:26][c:27]([F:31])[cH:28][cH:29]3)[cH:2][cH:3][cH:4][cH:5][cH:6]1.